This data is from the Open Reaction Database (ORD), a public repository of structured organic reaction records. The task is: describe an organic reaction: reactants, conditions, products, and yield The reactants are O (Water), [OH-].[Na+] (Sodium hydroxide), BrC1=CC=C(C=C1)S(=O)(=O)N1CCC(CC1)C(=O)OCC (ethyl 1-(4-bromophenylsulphonyl)piperidine-4-carboxylate), O (water). The solvent is C(C)O (ethanol). Reaction conditions: time 1 hour. The product is BrC1=CC=C(C=C1)S(=O)(=O)N1CCC(CC1)C(=O)O (1-(4-bromophenylsulphonyl)piperidine-4-carboxylic acid). Yield: 94.8%. Reaction SMILES: [OH-].[Na+].[Br:3][C:4]1[CH:9]=[CH:8][C:7]([S:10]([N:13]2[CH2:18][CH2:17][CH:16]([C:19]([O:21]CC)=[O:20])[CH2:15][CH2:14]2)(=[O:12])=[O:11])=[CH:6][CH:5]=1.O>C(O)C>[Br:3][C:4]1[CH:5]=[CH:6][C:7]([S:10]([N:13]2[CH2:14][CH2:15][CH:16]([C:19]([OH:21])=[O:20])[CH2:17][CH2:18]2)(=[O:12])=[O:11])=[CH:8][CH:9]=1 |f:0.1|. Procedure details: Sodium hydroxide solution (100 ml at 40% w/v) was added to a stirred suspension of the above ester (78.0 g) in ethanol (200 ml)/water (100 ml). Water (100 ml) was added and the reaction mixture heated to reflux and reflux maintained for 30 minutes. The reaction mixture was cooled and the crystalline sodium salt was collected. This sodium salt was suspended in water (350 ml) and glacial acetic acid added to adjust the pH of the solution to 5. The mixture was stirred for 1 hour and the colourless ... Reactants: C(C1=CC=CC=C1)(C1=CC=CC=C1)OC(=O)C=1N2C(C(C2SCC1C=C(C)SC1=NN=C(S1)C)NC(=O)OC(C)(C)C)=O (2-benzhydryloxycarbonyl-7-t-butoxycarbonylamino-3-{2-[(2-methyl-1,3,4-thiadiazol-5-yl)-thio]-prop-1-en-1-yl}-8-oxo-5-thia-1-azabicyclo[4.2.0]oct-2-ene), CCC=CCCCC (oct-3-ene), ClC1=CC(=CC=C1)C(=O)OO (m-chloroperbenzoic acid). Run in C(Cl)Cl (methylene chloride), C(Cl)Cl (methylene chloride). Reaction conditions: temperature 0 celsius, time 5 minute. Yields the product C(C1=CC=CC=C1)(C1=CC=CC=C1)OC(=O)C=1N2C(C(C2S(CC1C=C(C)SC1=NN=C(S1)C)=O)NC(=O)OC(C)(C)C)=O (2-benzhydryloxycarbonyl-7-t-butoxycarbonylamino-3-{2-[(2-methyl-1,3,4-thiadiazol-5-yl)-thio]-prop-1-en-1-yl}-8-oxo-5-thia-1-azabicyclo[4.2.0]oct-2-ene-5-oxide). Reaction SMILES: [CH:1]([O:14][C:15]([C:17]1[N:18]2[CH:21]([S:22][CH2:23][C:24]=1[CH:25]=[C:26]([S:28][C:29]1[S:33][C:32]([CH3:34])=[N:31][N:30]=1)[CH3:27])[CH:20]([NH:35][C:36]([O:38][C:39]([CH3:42])([CH3:41])[CH3:40])=[O:37])[C:19]2=[O:43])=[O:16])([C:8]1[CH:13]=[CH:12][CH:11]=[CH:10][CH:9]=1)[C:2]1[CH:7]=[CH:6][CH:5]=[CH:4][CH:3]=1.CCC=CCCCC.ClC1C=CC=C(C(OO)=[O:60])C=1>C(Cl)Cl>[CH:1]([O:14][C:15]([C:17]1[N:18]2[CH:21]([S:22](=[O:60])[CH2:23][C:24]=1[CH:25]=[C:26]([S:28][C:29]1[S:33][C:32]([CH3:34])=[N:31][N:30]=1)[CH3:27])[CH:20]([NH:35][C:36]([O:38][C:39]([CH3:42])([CH3:41])[CH3:40])=[O:37])[C:19]2=[O:43])=[O:16])([C:2]1[CH:3]=[CH:4][CH:5]=[CH:6][CH:7]=1)[C:8]1[CH:13]=[CH:12][CH:11]=[CH:10][CH:9]=1. Procedure: A solution of the Z form of 2-benzhydryloxycarbonyl-7-t-butoxycarbonylamino-3-{2-[(2-methyl-1,3,4-thiadiazol-5-yl)-thio]-prop-1-en-1-yl}-8-oxo-5-thia-1-azabicyclo[4.2.0]oct-2-ene and -oct-3-ene (0.22 g) in methylene chloride (10 cc) is cooled to 0° C. A solution of 85% pure m-chloroperbenzoic acid (0.07 g) in methylene chloride (5 cc) is added dropwise in the course of 20 minutes. The solution is then stirred for 5 minutes at 0° C., washed with a saturated solution of sodium bicarbonate (20 cc),... Procedure details: A mixture of 1-[4-(2-{(tert-butoxycarbonyl)[(tert-butoxycarbonyl)oxy]amino}ethyl)phenyl]-5,6-dichloro-2-ethyl-1H-benzimidazole (step 1, 174 mg, 0.3 mmol) and 2N hydrochloric acid (3 mL) in ethyl acetate (20 mL) was stirred at room temperature for 1 day. The reaction mixture was poured into water (100 mL), neutralized with saturated aqueous sodium bicarbonate, and extracted with ethyl acetate (100 mL). The organic layer was washed with brine (50 mL), dried (Na2SO4), and concentrated to afford 162... The reactants are C([O-])(O)=O.[Na+] (sodium bicarbonate), C(C)(C)(C)OC(=O)N(CCC1=CC=C(C=C1)N1C(=NC2=C1C=C(C(=C2)Cl)Cl)CC)OC(=O)OC(C)(C)C (1-[4-(2-{(tert-Butoxycarbonyl)[(tert-butoxycarbonyl)oxy]amino}ethyl)phenyl]-5,6-dichloro-2-ethyl-1H-benzimidazole), Cl (hydrochloric acid), O (water). Conditions: time 1 day. Reaction SMILES: C(OC([N:8]([O:30]C(OC(C)(C)C)=O)[CH2:9][CH2:10][C:11]1[CH:16]=[CH:15][C:14]([N:17]2[C:21]3[CH:22]=[C:23]([Cl:27])[C:24]([Cl:26])=[CH:25][C:20]=3[N:19]=[C:18]2[CH2:28][CH3:29])=[CH:13][CH:12]=1)=O)(C)(C)C.Cl.O.C(=O)(O)[O-].[Na+]>C(OCC)(=O)C>[Cl:26][C:24]1[C:23]([Cl:27])=[CH:22][C:21]2[N:17]([C:14]3[CH:13]=[CH:12][C:11]([CH2:10][CH2:9][NH:8][OH:30])=[CH:16][CH:15]=3)[C:18]([CH2:28][CH3:29])=[N:19][C:20]=2[CH:25]=1 |f:3.4|. The product is ClC1=CC2=C(N(C(=N2)CC)C2=CC=C(C=C2)CCNO)C=C1Cl (N-{2-[4-(5,6-Dichloro-2-ethyl-1H-benzimidazol-1-yl)phenyl]ethyl}hydroxylamine). The solvent is C(C)(=O)OCC (ethyl acetate). The reactants are C(C)(=O)OCC (ethyl acetate), C(C)OCC (diethyl ether), ice, N12CCN(CC1)CC2 (1,4-diaza-bicyclo[2.2.2]octane), BrCC(=O)OC(C)(C)C (tert-butyl 2-bromo-acetate). Solvent: CN(C(C)=O)C (N,N-dimethylacetamide). Conditions: time 4 hour. The product is [Br-].C(C)(C)(C)OC(=O)C[N+]12CCN(CC1)CC2 (1-tert-butoxycarbonylmethyl-4-aza-1-azonia-bicyclo[2.2.2]octane bromide). RXN SMILES: [N:1]12[CH2:8][CH2:7][N:4]([CH2:5][CH2:6]1)[CH2:3][CH2:2]2.[Br:9][CH2:10][C:11]([O:13][C:14]([CH3:17])([CH3:16])[CH3:15])=[O:12].C(OCC)(=O)C.C(OCC)C>CN(C)C(=O)C>[Br-:9].[C:14]([O:13][C:11]([CH2:10][N+:1]12[CH2:8][CH2:7][N:4]([CH2:5][CH2:6]1)[CH2:3][CH2:2]2)=[O:12])([CH3:17])([CH3:16])[CH3:15] |f:5.6|. Procedure: To an ice-cold solution of 5.61 g of 1,4-diaza-bicyclo[2.2.2]octane in 50 ml of N,N-dimethylacetamide were added 7.33 ml of tert-butyl 2-bromo-acetate. The solution was stirred for 4 h at 20° and then, 0.5 l of ethyl acetate and 0.3 l of diethyl ether were added. The precipitate formed was isolated by filtration, washed thoroughly with 0.5 l of ethyl acetate and dried to give 14.7 g of 1-tert-butoxycarbonylmethyl-4-aza-1-azonia-bicyclo[2.2.2]octane bromide as white crystals.